From a dataset of the Open Reaction Database (ORD), a public repository of structured organic reaction records. describe an organic reaction: reactants, conditions, products, and yield Reactants: FC1=C(C=C(C(=C1)Cl)OC1CCCC1)N1C(C2=C(C1=O)CCCC2)=O (N-(2-Fluoro-4-chloro-5-cyclopentyloxyphenyl)-3,4,5,6-tetrahydrophthalimide), C(C1=CC=CO1)N (furfurylamine). Run in C(C)#N (acetonitrile). Run at time 2 hour. Yields the product FC1=C(C=C(C(=C1)Cl)OC1CCCC1)NC(C1=C(C(=O)NCC2=CC=CO2)CCCC1)=O (N-(2-fluoro-4-chloro-5-cyclopentyloxyphenyl)-N'-furfuryl-3,4,5,6-tetrahydrophthalamide). Yield: 67.8%. Reaction SMILES: [F:1][C:2]1[CH:7]=[C:6]([Cl:8])[C:5]([O:9][CH:10]2[CH2:14][CH2:13][CH2:12][CH2:11]2)=[CH:4][C:3]=1[N:15]1[C:19](=[O:20])[C:18]2[CH2:21][CH2:22][CH2:23][CH2:24][C:17]=2[C:16]1=[O:25].[CH2:26]([NH2:32])[C:27]1[O:31][CH:30]=[CH:29][CH:28]=1>C(#N)C>[F:1][C:2]1[CH:7]=[C:6]([Cl:8])[C:5]([O:9][CH:10]2[CH2:11][CH2:12][CH2:13][CH2:14]2)=[CH:4][C:3]=1[NH:15][C:16](=[O:25])[C:17]1[CH2:24][CH2:23][CH2:22][CH2:21][C:18]=1[C:19]([NH:32][CH2:26][C:27]1[O:31][CH:30]=[CH:29][CH:28]=1)=[O:20]. Procedure: N-(2-Fluoro-4-chloro-5-cyclopentyloxyphenyl)-3,4,5,6-tetrahydrophthalimide (1.00 g, 2.75 mmol), furfurylamine (0.320 g, 3.29 mmol), and acetonitrile (25 ml) as a solvent were placed into a round bottom flask (50 cc) and stirred for 2 hours at room temperature. After completion of the reaction, the solvent was distilled off under reduced pressure, and the precipitated crystals were isolated by filtration. The crystals were washed with hexane and dried to obtain N-(2-fluoro-4-chloro-5-cyclopentylo...